From a dataset of the Open Reaction Database (ORD), a public repository of structured organic reaction records. describe an organic reaction: reactants, conditions, products, and yield The reactants are CC[SiH](CC)CC, ClCCl, CC(C)OC(OC(C)C)C1(C(C)(F)F)c2cc(Cl)ccc2Nc2ncccc21, O=C(O)C(F)(F)F. Yields the product CC(C)OCC1(C(C)(F)F)c2cc(Cl)ccc2Nc2ncccc21. As a reaction SMILES: [CH2:36]([SiH:37]([CH2:38][CH3:39])[CH2:40][CH3:41])[CH3:42].[CH2:43]([Cl:44])[Cl:45].[Cl:1][c:2]1[cH:3][c:4]2[c:5]([cH:27][cH:28]1)[NH:6][c:7]1[n:8][cH:9][cH:10][cH:11][c:12]1[C:13]2([C:14]([CH3:15])([F:16])[F:17])[CH:18]([O:19][CH:20]([CH3:21])[CH3:22])[O:23][CH:24]([CH3:25])[CH3:26].[OH:29][C:30]([C:31]([F:32])([F:33])[F:34])=[O:35]>>[Cl:1][c:2]1[cH:3][c:4]2[c:5]([cH:27][cH:28]1)[NH:6][c:7]1[n:8][cH:9][cH:10][cH:11][c:12]1[C:13]2([C:14]([CH3:15])([F:16])[F:17])[CH2:18][O:19][CH:20]([CH3:21])[CH3:22]. Reactants: COCCOC, O=C1c2ccc([N+](=O)[O-])cc2C(=O)c2c1cccc2[N+](=O)[O-], N, O. The product is Nc1cccc2c1C(=O)c1cc([N+](=O)[O-])ccc1C2=O. RXN SMILES: [CH3:23][O:24][CH2:25][CH2:26][O:27][CH3:28].[N+:1]([O-:2])(=[O:3])[c:4]1[cH:5][cH:6][cH:7][c:8]2[c:17]1[C:16](=[O:18])[c:15]1[c:10]([cH:11][cH:12][c:13]([N+:19](=[O:20])[O-:21])[cH:14]1)[C:9]2=[O:22].[NH3:29].[OH2:30]>>[NH2:1][c:4]1[cH:5][cH:6][cH:7][c:8]2[c:17]1[C:16](=[O:18])[c:15]1[c:10]([cH:11][cH:12][c:13]([N+:19](=[O:20])[O-:21])[cH:14]1)[C:9]2=[O:22].